This data is from the Open Reaction Database (ORD), a public repository of structured organic reaction records. The task is: describe an organic reaction: reactants, conditions, products, and yield Starting materials: FC=1C=C(C=CC1)N1C(CCC1)C=1C=C(C=C2C(C=C(OC12)N1C[C@H](OCC1)C)=O)C(=O)O (8-(1-(3-fluorophenyl)pyrrolidin-2-yl)-2-((R)-2-methylmorpholino)-4-oxo-4H-chromene-6-carboxylic acid), CNC (dimethylamine). Yields the product FC=1C=C(C=CC1)N1C(CCC1)C=1C=C(C=C2C(C=C(OC12)N1C[C@H](OCC1)C)=O)C(=O)N(C)C (8-(1-(3-fluorophenyl)pyrrolidin-2-yl)-N,N-dimethyl-2-((R)-2-methylmorpholino)-4-oxo-4H-chromene-6-carboxamide). Isolated yield 46.2%. As a reaction SMILES: [F:1][C:2]1[CH:3]=[C:4]([N:8]2[CH2:12][CH2:11][CH2:10][CH:9]2[C:13]2[CH:14]=[C:15]([C:31]([OH:33])=O)[CH:16]=[C:17]3[C:22]=2[O:21][C:20]([N:23]2[CH2:28][CH2:27][O:26][C@H:25]([CH3:29])[CH2:24]2)=[CH:19][C:18]3=[O:30])[CH:5]=[CH:6][CH:7]=1.[CH3:34][NH:35][CH3:36]>>[F:1][C:2]1[CH:3]=[C:4]([N:8]2[CH2:12][CH2:11][CH2:10][CH:9]2[C:13]2[CH:14]=[C:15]([C:31]([N:35]([CH3:36])[CH3:34])=[O:33])[CH:16]=[C:17]3[C:22]=2[O:21][C:20]([N:23]2[CH2:28][CH2:27][O:26][C@H:25]([CH3:29])[CH2:24]2)=[CH:19][C:18]3=[O:30])[CH:5]=[CH:6][CH:7]=1. Reported procedure: 8-(1-(3-fluorophenyl)pyrrolidin-2-yl)-2-((R)-2-methylmorpholino)-4-oxo-4H-chromene-6-carboxylic acid (102 mg, 0.23 mmol) was reacted with dimethylamine (2N in THF) (0.169 ml, 0.34 mmol) as described in Example 3.02 to give 8-(1-(3-fluorophenyl)pyrrolidin-2-yl)-N,N-dimethyl-2-((R)-2-methylmorpholino)-4-oxo-4H-chromene-6-carboxamide (51 mg, 47%) as a pale yellow foam. Reactants: CC(=O)O, C1CCOC1, COc1ccc2nccc(CCC3(O)CCC4(CC3)OCCO4)c2n1, O. Yields the product COc1ccc2nccc(CCC3(O)CCC(=O)CC3)c2n1. As a reaction SMILES: [C:32]([OH:33])(=[O:34])[CH3:35].[CH2:26]1[O:27][CH2:28][CH2:29][CH2:30]1.[CH3:1][O:2][c:3]1[n:4][c:5]2[c:6]([CH2:13][CH2:14][C:15]3([OH:25])[CH2:16][CH2:17][C:18]4([O:19][CH2:22][CH2:21][O:20]4)[CH2:23][CH2:24]3)[cH:7][cH:8][n:9][c:10]2[cH:11][cH:12]1.[OH2:31]>>[CH3:1][O:2][c:3]1[n:4][c:5]2[c:6]([CH2:13][CH2:14][C:15]3([OH:25])[CH2:16][CH2:17][C:18](=[O:19])[CH2:23][CH2:24]3)[cH:7][cH:8][n:9][c:10]2[cH:11][cH:12]1. Reactants: C(C1=CC=CC=C1)OC(=O)CN(C(=O)[C@H]1OC(O[C@@H]1C(=O)[O-])(C(=O)OCC[Si](C)(C)C)C(=O)OCC[Si](C)(C)C)[C@@H]([C@H](CCC1=CC=CC=C1)C1=CC=C(C=C1)OC1=CC=CC=C1)C (2,2-bis{2-(trimethylsilyl)ethyl} (4S,5S)-4-[N-(benzyloxycarbonylmethyl)-N-{(1R,2R)-1-methyl-2-(4-phenoxyphenyl)-4-phenylbutyl}carbamoyl]-1,3-dioxolane-2,2,5-tricarboxylate), C(C)(C)(C)OC(=O)CN(C(=O)[C@H]1O[C@](O[C@@H]1C(=O)OC(C)(C)C)(C(=O)OCC)C(=O)[O-])[C@@H]([C@H](CCC1=CC=CC=C1)C1=CC=C(C=C1)OC1=CC=CC=C1)C (5-tert-butyl 2-ethyl (2R*,4S,5S)-4-[N-(tert-butoxycarbonylmethyl)-N-{(1R,2R)-1-methyl-2-(4-phenoxyphenyl)-4-phenylbutyl}carbamoyl]-1,3-dioxolane-2,2,5-tricarboxylate). Product: C(=O)(O)CN(C(=O)[C@H]1O[C@@](O[C@@H]1C(=O)O)(C(=O)O)C(NCC)=O)[C@@H]([C@H](CCC1=CC=CC=C1)C1=CC=C(C=C1)OC1=CC=CC=C1)C ((2S*,4S,5S)-4-[N-(carboxymethyl)-N-{(1R,2R)-1-methyl-2-(4-phenoxyphenyl)-4-phenylbutyl}carbamoyl]-2-(N-ethylcarbamoyl)-1,3-dioxolane-2,5-dicarboxylic acid). RXN SMILES: C(O[C:9]([CH2:11][N:12]([C@H](C)[C@@H](C1C=CC(OC2C=CC=CC=2)=CC=1)CCC1C=CC=CC=1)C([C@@H]1[C@@H](C([O-])=O)OC(C(OCC[Si](C)(C)C)=O)(C(OCC[Si](C)(C)C)=O)O1)=O)=O)C1C=CC=CC=1.C([O:69][C:70]([CH2:72][N:73]([C@H:96]([CH3:119])[C@@H:97]([C:106]1[CH:111]=[CH:110][C:109]([O:112][C:113]2[CH:118]=[CH:117][CH:116]=[CH:115][CH:114]=2)=[CH:108][CH:107]=1)[CH2:98][CH2:99][C:100]1[CH:105]=[CH:104][CH:103]=[CH:102][CH:101]=1)[C:74]([C@@H:76]1[C@@H:80]([C:81]([O:83]C(C)(C)C)=[O:82])[O:79][C@:78]([C:93]([O-])=[O:94])([C:88]([O:90]CC)=[O:89])[O:77]1)=[O:75])=[O:71])(C)(C)C>>[C:70]([CH2:72][N:73]([C@H:96]([CH3:119])[C@@H:97]([C:106]1[CH:111]=[CH:110][C:109]([O:112][C:113]2[CH:114]=[CH:115][CH:116]=[CH:117][CH:118]=2)=[CH:108][CH:107]=1)[CH2:98][CH2:99][C:100]1[CH:101]=[CH:102][CH:103]=[CH:104][CH:105]=1)[C:74]([C@@H:76]1[C@@H:80]([C:81]([OH:83])=[O:82])[O:79][C@@:78]([C:93](=[O:94])[NH:12][CH2:11][CH3:9])([C:88]([OH:90])=[O:89])[O:77]1)=[O:75])([OH:69])=[O:71]. Reported procedure: The above identified compound was obtained by carrying out treatment in the same manner as in Example 25(2) except that instead of 2,2-bis{2-(trimethylsilyl)ethyl} (4S,5S)-4-[N-(benzyloxycarbonylmethyl)-N-{(1R,2R)-1-methyl-2-(4-phenoxyphenyl)-4-phenylbutyl}carbamoyl]-1,3-dioxolane-2,2,5-tricarboxylate, 5-tert-butyl 2-ethyl (2R*,4S,5S)-4-[N-(tert-butoxycarbonylmethyl)-N-{(1R,2R)-1-methyl-2-(4-phenoxyphenyl)-4-phenylbutyl}carbamoyl]-1,3-dioxolane-2,2,5-tricarboxylate obtained in Example 20, was us...